From a dataset of the Open Reaction Database (ORD), a public repository of structured organic reaction records. describe an organic reaction: reactants, conditions, products, and yield Starting materials: C[C@H](C1C(O1)C[C@@H]2CO[C@H]([C@H]([C@H]2O)O)C/C(=C/C(=O)O)/C)C(C)O (Monic acid A), C1(=CC=C(C=C1)S(=O)(=O)O)C (p-toluene sulphonic acid), C([O-])(O)=O.[K+] (potassium bicarbonate), [Se-]C#N.[K+] (potassium selenocyanate), C(C)(C)(CC)O.O (tert-amyl alcohol water). Run in C(C)(=O)OCC (ethyl acetate), C(C)(=O)OCC (ethyl acetate), COC(C)(C)OC (2,2-dimethoxypropane). The product is C[C@H](C1=C(O1)C[C@H]2CO[C@H]([C@@H]([C@@H]2O)O)C/C(=C/C(=O)O)/C)[C@H](C)O (monic acid C). RXN SMILES: [CH3:1][C@@H:2]([CH:22]([OH:24])[CH3:23])[CH:3]1[O:5][CH:4]1[CH2:6][C@H:7]1[C@H:12]([OH:13])[C@H:11]([OH:14])[C@H:10]([CH2:15]/[C:16](/[CH3:21])=[CH:17]/[C:18]([OH:20])=[O:19])[O:9][CH2:8]1.C1(C)C=CC(S(O)(=O)=O)=CC=1.C(=O)(O)[O-].[K+].[Se-]C#N.[K+].C(O)(CC)(C)C.O>COC(OC)(C)C.C(OCC)(=O)C>[CH3:1][C@@H:2]([C@@H:22]([OH:24])[CH3:23])[C:3]1[O:5][C:4]=1[CH2:6][C@@H:7]1[C@@H:12]([OH:13])[C@@H:11]([OH:14])[C@H:10]([CH2:15]/[C:16](/[CH3:21])=[CH:17]/[C:18]([OH:20])=[O:19])[O:9][CH2:8]1 |f:2.3,4.5,6.7|. Procedure details: Monic acid A (3.44 g) was dissolved in 2,2-dimethoxypropane (30 ml) and ethyl acetate (30 ml) with a few crystals of p-toluene sulphonic acid. After one hour the solution was diluted with ethyl acetate and washed with brine then dried (MgSO4). The solvent was removed in vacuo and the acetonide dissolved in water-methanol (1:1, 40 ml) then treated with potassium bicarbonate (1.0 g, 1 eq). The solution was evaporated to dryness and potassium selenocyanate (4.32 g, 3 eq), tert-amyl alcohol-water (9... The reactants are COC=1C=C2C=CC=C(C2=CC1)O (6-methoxynaphthol), COC=1C=CC(=C(CO)C1)Br (5-methoxy-2-bromobenzyl alcohol), C1(=CC=CC=C1)P(C1=CC=CC=C1)C1=CC=CC=C1 (triphenylphosphine), CCOC(=O)/N=N/C(=O)OCC (DEAD). Solvent: C1CCOC1 (THF), C1CCOC1 (THF). Run at time 8 hour. Product: BrC1=C(COC2=CC=CC3=CC(=CC=C23)OC)C=C(C=C1)OC (1-[(2-bromo-5-methoxybenzyl)oxy]-6-methoxynaphthalene). Yield: 59.2%. RXN SMILES: [CH3:1][O:2][C:3]1[CH:4]=[C:5]2[C:10](=[CH:11][CH:12]=1)[C:9]([OH:13])=[CH:8][CH:7]=[CH:6]2.[CH3:14][O:15][C:16]1[CH:17]=[CH:18][C:19]([Br:24])=[C:20]([CH:23]=1)[CH2:21]O.C1(P(C2C=CC=CC=2)C2C=CC=CC=2)C=CC=CC=1.CCOC(/N=N/C(OCC)=O)=O>C1COCC1>[Br:24][C:19]1[CH:18]=[CH:17][C:16]([O:15][CH3:14])=[CH:23][C:20]=1[CH2:21][O:13][C:9]1[C:10]2[C:5](=[CH:4][C:3]([O:2][CH3:1])=[CH:12][CH:11]=2)[CH:6]=[CH:7][CH:8]=1. Procedure details: To a solution of 6-methoxynaphthol (12.9 g, 74.1 mmol), 5-methoxy-2-bromobenzyl alcohol (17.7 g, 81.6 mmol), and triphenylphosphine (31.1 g, 119 mmol) in THF (400 mL) was slowly added a solution of DEAD (20.6 g, 119 mmol) in THF (50 mL). The solution was stirred overnight, concentrated onto silica, and purified by silica column (10% ethyl acetate—hexanes) to yield 16.38 g (59%) of the title compound as a white solid: mp 83-84° C.; 1H NMR (CDCl3): δ 3.78 (3H, s), 3.92 (3H, s), 5.25 (2H, s), 6.75-... The reactants are C1(=CC=CC=C1)N1C=NC2=C(C1=O)SC=C2C2=CC=CC=C2 (3,7-Diphenylthieno[3,2-d]pyrimidin-4(3H)-one), NC1=C(SC=C1C1=C(C=CC=C1)F)C(=O)OC (methyl 3-amino-4-(2-fluorophenyl)thiophene-2-carboxylate), C(OCC)(OCC)OCC (triethyl orthoformate), NC=1C=C(C=CC1)O (3-aminophenol). Run in C(C)(=O)O (acetic acid). Product: FC1=C(C=CC=C1)C1=CSC2=C1N=CN(C2=O)C2=CC(=CC=C2)O (7-(2-Fluorophenyl)-3-(3-hydroxyphenyl)thieno[3,2-d]pyrimidin-4(3H)-one). Yield: 38.3%. As a reaction SMILES: [C:1]1([N:7]2[C:12](=O)C3SC=C(C4C=CC=CC=4)C=3N=C2)[CH:6]=[CH:5][CH:4]=[CH:3][CH:2]=1.[NH2:23][C:24]1[C:28]([C:29]2[CH:34]=[CH:33][CH:32]=[CH:31][C:30]=2[F:35])=[CH:27][S:26][C:25]=1[C:36]([O:38]C)=O.C(OCC)(OCC)[O:41]CC.NC1C=C(O)C=CC=1>C(O)(=O)C>[F:35][C:30]1[CH:31]=[CH:32][CH:33]=[CH:34][C:29]=1[C:28]1[C:24]2[N:23]=[CH:12][N:7]([C:1]3[CH:6]=[CH:5][CH:4]=[C:3]([OH:41])[CH:2]=3)[C:36](=[O:38])[C:25]=2[S:26][CH:27]=1. Reported procedure: In the same manner as the synthesis of Compound 1, methyl 3-amino-4-(2-fluorophenyl)thiophene-2-carboxylate (80 mg, 0.3 mmol), triethyl orthoformate (0.72 ml), 3-aminophenol (64.6 mg, 0.59 mmol), and acetic acid (0.09 ml) were used to give 41.5 mg (0.12 mmol, 38.3% yield) of the title compound. The reactants are C(CCCCCCCCCCCCCCC)O (hexadecanol), CN(C)C1=NC=CC=C1 (dimethylaminopyridine), BrCC(C(=O)OCC)=C (ethyl 2-bromomethyl-2-propenoate). The solvent is C(Cl)Cl (methylene chloride). Reaction conditions: time 18 hour. The product is C(CCCCCCCCCCCCCCC)OCC(C(=O)OCC)=C (Ethyl 2-[(hexadecyloxy]methyl]-2-propenoate). The yield is 261.3%. Reaction SMILES: [CH2:1]([OH:17])[CH2:2][CH2:3][CH2:4][CH2:5][CH2:6][CH2:7][CH2:8][CH2:9][CH2:10][CH2:11][CH2:12][CH2:13][CH2:14][CH2:15][CH3:16].CN(C1C=CC=CN=1)C.Br[CH2:28][C:29](=[CH2:35])[C:30]([O:32][CH2:33][CH3:34])=[O:31]>C(Cl)Cl>[CH2:1]([O:17][CH2:35][C:29](=[CH2:28])[C:30]([O:32][CH2:33][CH3:34])=[O:31])[CH2:2][CH2:3][CH2:4][CH2:5][CH2:6][CH2:7][CH2:8][CH2:9][CH2:10][CH2:11][CH2:12][CH2:13][CH2:14][CH2:15][CH3:16]. Reported procedure: To a stirred solution of 1.9 g of hexadecanol in 40 ml of methylene chloride containing 700 mg of dimethylaminopyridine is added 500 mg of ethyl 2-bromomethyl-2-propenoate followed by continued stirring for 18 hours. The solvent is evaporated to give 2.4 g of the desired product. Starting materials: ClC1=C(C=C(C(=C1)Cl)S(=O)(=O)C)[N+](=O)[O-] (2,4-dichloro-5-methanesulfonylnitrobenzene), Cl (hydrochloric acid), COC(C)O (methoxyethanol), COC(C)O (methoxyethanol), [OH-].[K+] (potassium hydroxide). Run in O (water). Run at temperature 90 celsius, time 30 minute. Product: COCCOC1=C(C=C(C(=C1)Cl)S(=O)(=O)C)[N+](=O)[O-] (2-methoxyethoxy-4-chloro-5-methanesulfonylnitrobenzene). As a reaction SMILES: Cl[C:2]1[CH:7]=[C:6]([Cl:8])[C:5]([S:9]([CH3:12])(=[O:11])=[O:10])=[CH:4][C:3]=1[N+:13]([O-:15])=[O:14].[CH3:16][O:17][CH:18](O)[CH3:19].[OH-:21].[K+].Cl>O>[CH3:16][O:17][CH2:18][CH2:19][O:21][C:2]1[CH:7]=[C:6]([Cl:8])[C:5]([S:9]([CH3:12])(=[O:11])=[O:10])=[CH:4][C:3]=1[N+:13]([O-:15])=[O:14] |f:2.3|. Reported procedure: To a mixture consisting of 50 g of 2,4-dichloro-5-methanesulfonylnitrobenzene and 150 ml of methoxyethanol was added dropwise a methoxyethanol solution of potassium hydroxide (potassium hydroxide 14.6 g/methoxyethanol 150 ml) while keeping the temperature at -5° C. or below. The reaction was carried out at -2° C. for 30 minutes and the reaction mixture was neutralized by adding 4 ml of concentrated hydrochloric acid. The neutralized mixture was heated to 90° C, whereby a uniform solution was for... The reactants are C1CCOC1, C[Si](C)(C)[N-][Si](C)(C)C, CC(C)Sc1cn[nH]c1, COC(=O)C(CC1CCCC1)OS(=O)(=O)C(F)(F)F, [Li+]. The product is COC(=O)C(CC1CCCC1)n1cc(SC(C)C)cn1. Reaction SMILES: [CH2:39]1[O:40][CH2:41][CH2:42][CH2:43]1.[CH3:10][Si:11]([N-:12][Si:13]([CH3:14])([CH3:15])[CH3:16])([CH3:17])[CH3:18].[CH:1]([CH3:2])([CH3:3])[S:4][c:5]1[cH:6][n:7][nH:8][cH:9]1.[CH:20]1([CH2:25][CH:26]([C:27](=[O:28])[O:29][CH3:30])[O:31][S:32]([C:33]([F:34])([F:35])[F:36])(=[O:37])=[O:38])[CH2:21][CH2:22][CH2:23][CH2:24]1.[Li+:19]>>[CH:1]([CH3:2])([CH3:3])[S:4][c:5]1[cH:6][n:7]([CH:26]([CH2:25][CH:20]2[CH2:21][CH2:22][CH2:23][CH2:24]2)[C:27](=[O:28])[O:29][CH3:30])[n:8][cH:9]1.